From a dataset of the Open Reaction Database (ORD), a public repository of structured organic reaction records. describe an organic reaction: reactants, conditions, products, and yield Starting materials: CCOC(=O)C(C)(Cc1ccc(OCCc2nc(-c3ccc(-c4ccccc4)cc3)oc2C)cc1)Oc1ccccc1, CO, [Na+], [OH-]. Yields the product Cc1oc(-c2ccc(-c3ccccc3)cc2)nc1CCOc1ccc(CC(C)(Oc2ccccc2)C(=O)O)cc1. Reaction SMILES: [CH2:1]([CH3:2])[O:3][C:4]([C:5]([CH2:6][c:7]1[cH:8][cH:9][c:10]([O:13][CH2:14][CH2:15][c:16]2[n:17][c:18](-[c:22]3[cH:23][cH:24][c:25](-[c:28]4[cH:29][cH:30][cH:31][cH:32][cH:33]4)[cH:26][cH:27]3)[o:19][c:20]2[CH3:21])[cH:11][cH:12]1)([O:34][c:35]1[cH:36][cH:37][cH:38][cH:39][cH:40]1)[CH3:41])=[O:42].[CH3:45][OH:46].[Na+:44].[OH-:43]>>[O:3]=[C:4]([C:5]([CH2:6][c:7]1[cH:8][cH:9][c:10]([O:13][CH2:14][CH2:15][c:16]2[n:17][c:18](-[c:22]3[cH:23][cH:24][c:25](-[c:28]4[cH:29][cH:30][cH:31][cH:32][cH:33]4)[cH:26][cH:27]3)[o:19][c:20]2[CH3:21])[cH:11][cH:12]1)([O:34][c:35]1[cH:36][cH:37][cH:38][cH:39][cH:40]1)[CH3:41])[OH:42]. The reactants are CCCCCC (hexane), FC1=C(C(=C(C(=C1C(=O)N)F)F)F)F (pentafluorobenzamide), COC=1C=CC(=CC1)P2(=S)SP(=S)(S2)C=3C=CC(=CC3)OC (Lawesson's reagent), C(C)(C)CC(C)(C)C (isooctane). The solvent is C(C)(=O)O (acetic acid), C(Cl)Cl (methylene chloride), C1(=CC=CC=C1)C (toluene). Yields the product FC1=C(C(=C(C(=C1C(=S)N)F)F)F)F (pentafluorothiobenzamide). RXN SMILES: [F:1][C:2]1[C:7]([C:8]([NH2:10])=O)=[C:6]([F:11])[C:5]([F:12])=[C:4]([F:13])[C:3]=1[F:14].COC1C=CC(P2(SP(C3C=CC(OC)=CC=3)(=S)S2)=[S:24])=CC=1.C(CC(C)(C)C)(C)C.CCCCCC>C1(C)C=CC=CC=1.C(O)(=O)C.C(Cl)Cl>[F:1][C:2]1[C:7]([C:8]([NH2:10])=[S:24])=[C:6]([F:11])[C:5]([F:12])=[C:4]([F:13])[C:3]=1[F:14]. Procedure: To a solution of pentafluorobenzamide (5.00 g, 23.69 mmol) in toluene (60 mL) was added Lawesson's reagent (5.70 g, 14.20 mmol) and the flask fitted with a drying tube. The reaction was refluxed overnight, cooled to room temperature, and isooctane (200 mL) was added causing a precipitate to form. The suspension was filtered (gravity) and the filtrate concentrated yielding an orange oil which solidified. Flash chromatography of this oil (1:1 hexane:methylene chloride with 2% acetic acid) yielded ... Reactants: C(=O)(O)[O-].[Na+] (NaHCO3), CC(C)([O-])C.[K+] (potassium t-butoxide), FC(S(=O)(=O)OCC(F)(F)F)(F)F (2,2,2-trifluoroethyl trifluoromethanesulfonate), ClC=1C(=CC(=C(C1)NC(=O)C=1C=NN(C1)C1OCCCC1)I)F (N-(5-chloro-4-fluoro-2-iodophenyl)-1-(tetrahydro-2H-pyran-2-yl)-1H-pyrazole-4-carboxamide). Run in CC1CCCO1 (MeTHF). Run at temperature 65 celsius, time 2 hour. Product: ClC=1C(=CC(=C(C1)N(C(=O)C=1C=NN(C1)C1OCCCC1)CC(F)(F)F)I)F (N-(5-chloro-4-fluoro-2-iodophenyl)-1-(tetrahydro-2H-pyran-2-yl)-N-(2,2,2-trifluoroethyl)-1H-pyrazole-4-carboxamide). The yield is 73.0%. RXN SMILES: [Cl:1][C:2]1[C:3]([F:23])=[CH:4][C:5]([I:22])=[C:6]([NH:8][C:9]([C:11]2[CH:12]=[N:13][N:14]([CH:16]3[CH2:21][CH2:20][CH2:19][CH2:18][O:17]3)[CH:15]=2)=[O:10])[CH:7]=1.CC(C)([O-])C.[K+].FC(F)(F)S(O[CH2:36][C:37]([F:40])([F:39])[F:38])(=O)=O.C([O-])(O)=O.[Na+]>CC1OCCC1>[Cl:1][C:2]1[C:3]([F:23])=[CH:4][C:5]([I:22])=[C:6]([N:8]([CH2:36][C:37]([F:40])([F:39])[F:38])[C:9]([C:11]2[CH:12]=[N:13][N:14]([CH:16]3[CH2:21][CH2:20][CH2:19][CH2:18][O:17]3)[CH:15]=2)=[O:10])[CH:7]=1 |f:1.2,4.5|. Procedure details: To a solution of N-(5-chloro-4-fluoro-2-iodophenyl)-1-(tetrahydro-2H-pyran-2-yl)-1H-pyrazole-4-carboxamide (1.26 g, 3.13 mmol) in 55 mL of anhydrous MeTHF heated to 65° C. are added potassium t-butoxide (421 mg, 3.76 mmol) and 2,2,2-trifluoroethyl trifluoromethanesulfonate (0.54 mL, 3.76 mmol). The reaction mixture is stirred for 2 hours at 65° C., and then cooled, poured into saturated aqueous NaHCO3 solution and extracted with EtOAc. The organic phase is washed with saturated aqueous NaCl solu... Starting materials: ClC=1C=NC=2N(C1)N=C(C2)C(=O)O (6-chloro-pyrazolo[1,5-a]pyrimidine-2-carboxylic acid), COC1=C(C=C2CCNCC2=C1)O (7-methoxy-1,2,3,4-tetrahydro-isoquinolin-6-ol). Yields the product ClC=1C=NC=2N(C1)N=C(C2)C(=O)N2CC1=CC(=C(C=C1CC2)O)OC ((6-Chloro-pyrazolo[1,5-a]pyrimidin-2-yl)-(6-hydroxy-7-methoxy-3,4-dihydro-1H-isoquinolin-2-yl)-methanone). As a reaction SMILES: [Cl:1][C:2]1[CH:3]=[N:4][C:5]2[N:6]([N:8]=[C:9]([C:11]([OH:13])=O)[CH:10]=2)[CH:7]=1.[CH3:14][O:15][C:16]1[CH:25]=[C:24]2[C:19]([CH2:20][CH2:21][NH:22][CH2:23]2)=[CH:18][C:17]=1[OH:26]>>[Cl:1][C:2]1[CH:3]=[N:4][C:5]2[N:6]([N:8]=[C:9]([C:11]([N:22]3[CH2:21][CH2:20][C:19]4[C:24](=[CH:25][C:16]([O:15][CH3:14])=[C:17]([OH:26])[CH:18]=4)[CH2:23]3)=[O:13])[CH:10]=2)[CH:7]=1. Procedure details: In close analogy to the procedure described in Example 1, 6-chloro-pyrazolo[1,5-a]pyrimidine-2-carboxylic acid is reacted with 7-methoxy-1,2,3,4-tetrahydro-isoquinolin-6-ol to provide the title compound as a solid. Reactants: COC=1C2=C(SC1C(=O)O)C=CC(=C2)C(F)(F)F (3-methoxy-5-(trifluoromethyl)benzo[b]thiophene-2-carboxylic acid), COC=1C2=C(SC1CC(=O)OC)C=CC=C2 (methyl 3-methoxybenzo[b]thiophene-2-ylacetate). Yields the product COC=1C2=C(SC1CC(=O)OC)C=CC(=C2)C(F)(F)F (methyl 3-methoxy-5-(trifluoromethyl)benzo[b]thiophene-2-acetate). Reaction SMILES: [CH3:1][O:2][C:3]1[C:4]2[CH:14]=[C:13]([C:15]([F:18])([F:17])[F:16])[CH:12]=[CH:11][C:5]=2[S:6][C:7]=1[C:8](O)=O.COC1C2C=CC=CC=2SC=1C[C:27]([O:29][CH3:30])=[O:28]>>[CH3:1][O:2][C:3]1[C:4]2[CH:14]=[C:13]([C:15]([F:18])([F:17])[F:16])[CH:12]=[CH:11][C:5]=2[S:6][C:7]=1[CH2:8][C:27]([O:29][CH3:30])=[O:28]. Reported procedure: When 3-methoxy-5-(trifluoromethyl)benzo[b]thiophene-2-carboxylic acid was used in place of the starting benzthiophene of Example C-1, and carried through the same sequence of reactions, methyl 3-methoxy-5-(trifluoromethyl)benzo[b]thiophene-2-acetate is obtained.